From a dataset of the Open Reaction Database (ORD), a public repository of structured organic reaction records. describe an organic reaction: reactants, conditions, products, and yield Reactants: ClCC1=C(C(=NO1)C1=CC=C(C=C1)OC)C1=CC=C(C=C1)OC (5-chloromethyl-3,4-bis(4-methoxyphenyl)isoxazole), C(C)(=O)OCC (ethyl acetate), [C-]#N.[K+] (potassium cyanide). Run in CS(=O)C (dimethylsulfoxide), O (water). Reaction conditions: time 18 hour. Product: C(#N)CC1=C(C(=NO1)C1=CC=C(C=C1)OC)C1=CC=C(C=C1)OC (5-cyanomethyl-3,4-bis(4-methoxyphenyl)isoxazole). Yield: 43.2%. Reaction SMILES: Cl[CH2:2][C:3]1[O:7][N:6]=[C:5]([C:8]2[CH:13]=[CH:12][C:11]([O:14][CH3:15])=[CH:10][CH:9]=2)[C:4]=1[C:16]1[CH:21]=[CH:20][C:19]([O:22][CH3:23])=[CH:18][CH:17]=1.[C-:24]#[N:25].[K+].C(OCC)(=O)C>CS(C)=O.O>[C:24]([CH2:2][C:3]1[O:7][N:6]=[C:5]([C:8]2[CH:13]=[CH:12][C:11]([O:14][CH3:15])=[CH:10][CH:9]=2)[C:4]=1[C:16]1[CH:21]=[CH:20][C:19]([O:22][CH3:23])=[CH:18][CH:17]=1)#[N:25] |f:1.2|. Procedure details: A 500 mg of 5-chloromethyl-3,4-bis(4-methoxyphenyl)isoxazole was dissolved in a mixed solvent of dimethylsulfoxide (3 ml) and water (1 ml). To the solution, 122 mg of potassium cyanide was added, and the mixture was stirred at room temperature for 18 hours. A 80 ml of ethyl acetate was added to the mixture. The resulting mixture was washed with water, dried over anhydrous magnesium sulfate and concentrated under reduced pressure. The residue was purified by silica gel column chromatography (hexa... Reactants: CCOC(=O)C(C)Br, Cc1cc(C)[nH]n1, [K+], [K+], O=C([O-])[O-]. Product: CCOC(=O)C(C)n1nc(C)cc1C. As a reaction SMILES: [Br:14][CH:15]([C:16](=[O:17])[O:18][CH2:19][CH3:20])[CH3:21].[CH3:1][c:2]1[n:3][nH:4][c:5]([CH3:7])[cH:6]1.[K+:8].[K+:9].[O-:10][C:11]([O-:12])=[O:13]>>[CH3:1][c:2]1[n:3][n:4]([CH:15]([C:16](=[O:17])[O:18][CH2:19][CH3:20])[CH3:21])[c:5]([CH3:7])[cH:6]1. Starting materials: N#Cc1cnc(C(=O)Nc2ccc(C3CCNCC3)nc2C2=CCCCC2)[nH]1, CS(=O)(=O)CCOS(C)(=O)=O, CCN(C(C)C)C(C)C, ClCCl, O=C(O)C(F)(F)F. Product: CS(=O)(=O)CCN1CCC(c2ccc(NC(=O)c3ncc(C#N)[nH]3)c(C3=CCCCC3)n2)CC1. RXN SMILES: [C:8]1([c:14]2[c:15]([NH:26][C:27](=[O:28])[c:29]3[nH:30][c:31]([C:34]#[N:35])[cH:32][n:33]3)[cH:16][cH:17][c:18]([CH:20]3[CH2:21][CH2:22][NH:23][CH2:24][CH2:25]3)[n:19]2)=[CH:9][CH2:10][CH2:11][CH2:12][CH2:13]1.[CH3:45][S:46](=[O:47])(=[O:48])[CH2:49][CH2:50][O:51][S:52]([CH3:53])(=[O:54])=[O:55].[CH:36]([N:37]([CH2:38][CH3:39])[CH:40]([CH3:41])[CH3:42])([CH3:43])[CH3:44].[Cl:56][CH2:57][Cl:58].[F:1][C:2]([F:3])([F:4])[C:5]([OH:6])=[O:7]>>[C:8]1([c:14]2[c:15]([NH:26][C:27](=[O:28])[c:29]3[nH:30][c:31]([C:34]#[N:35])[cH:32][n:33]3)[cH:16][cH:17][c:18]([CH:20]3[CH2:21][CH2:22][N:23]([CH2:50][CH2:49][S:46]([CH3:45])(=[O:47])=[O:48])[CH2:24][CH2:25]3)[n:19]2)=[CH:9][CH2:10][CH2:11][CH2:12][CH2:13]1.